From a dataset of the Open Reaction Database (ORD), a public repository of structured organic reaction records. describe an organic reaction: reactants, conditions, products, and yield Reactants: aqueous solution, [OH-].[Na+] (sodium hydroxide), OC1=C(C=C(OC=2C(=CC(=C3CCCC23)NC(C(=O)O)=O)C)C=C1)C(C)C (N-[7-(4-hydroxy-3-isopropylphenoxy)-6-methylindan-4-yl]oxamic acid). Solvent: C(C)O (ethanol). Conditions: time 5 minute. Product: OC1=C(C=C(OC=2C(=CC(=C3CCCC23)NC(C(=O)[O-])=O)C)C=C1)C(C)C.[Na+] (Sodium N-[7-(4-hydroxy-3-isopropylphenoxy)-6-methylindan-4-yl]oxamate). Reaction SMILES: [OH:1][C:2]1[CH:24]=[CH:23][C:5]([O:6][C:7]2[C:8]([CH3:22])=[CH:9][C:10]([NH:16][C:17](=[O:21])[C:18]([OH:20])=[O:19])=[C:11]3[C:15]=2[CH2:14][CH2:13][CH2:12]3)=[CH:4][C:3]=1[CH:25]([CH3:27])[CH3:26].[OH-].[Na+:29]>C(O)C>[OH:1][C:2]1[CH:24]=[CH:23][C:5]([O:6][C:7]2[C:8]([CH3:22])=[CH:9][C:10]([NH:16][C:17](=[O:21])[C:18]([O-:20])=[O:19])=[C:11]3[C:15]=2[CH2:14][CH2:13][CH2:12]3)=[CH:4][C:3]=1[CH:25]([CH3:27])[CH3:26].[Na+:29] |f:1.2,4.5|. Procedure details: N-[7-(4-hydroxy-3-isopropylphenoxy)-6-methylindan-4-yl]oxamic acid (2.25 g) was dissolved in ethanol (20 mL). Adding a 1 mol/L aqueous solution of sodium hydroxide (6.09 mL), the mixture was stirred for 5 min. The reaction mixture was evaporated under reduced pressure to dryness. Adding water (0.115 mL) and diisopropyl ether (20 mL), the residue was stirred for 3 hours. The precipitate was filtrated to give the title compound (2.4 g). The reactants are NC1=NC(=CC(=N1)N1C[C@H](CCC1)C(=O)O)C1=CC(=C(C=C1)C#N)F ((3S)-1-[2-amino-6-(4-cyano-3-fluorophenyl)-4-pyrimidinyl]-3-piperidinecarboxylic acid), C(CCl)Cl (EDC), C=1C=CC2=C(C1)N=NN2O (HOBT), FC=1C=C(N)C=CC1 (3-fluoroaniline). Solvent: CN(C)C=O (DMF), CCOC(=O)C (EtOAc). Conditions: time 4 hour. The product is NC1=NC(=CC(=N1)N1C[C@H](CCC1)C(=O)NC1=CC(=CC=C1)F)C1=CC(=C(C=C1)C#N)F ((3S)-1-[2-Amino-6-(4-cyano-3-fluorophenyl)-4-pyrimidinyl]-N-(3-fluorophenyl)-3-piperidinecarboxamide). The yield is 50.9%. RXN SMILES: [NH2:1][C:2]1[N:7]=[C:6]([N:8]2[CH2:13][CH2:12][CH2:11][C@H:10]([C:14]([OH:16])=O)[CH2:9]2)[CH:5]=[C:4]([C:17]2[CH:22]=[CH:21][C:20]([C:23]#[N:24])=[C:19]([F:25])[CH:18]=2)[N:3]=1.C(Cl)CCl.C1C=CC2N(O)N=NC=2C=1.[F:40][C:41]1[CH:42]=[C:43]([CH:45]=[CH:46][CH:47]=1)[NH2:44]>CN(C=O)C.CCOC(C)=O>[NH2:1][C:2]1[N:7]=[C:6]([N:8]2[CH2:13][CH2:12][CH2:11][C@H:10]([C:14]([NH:44][C:43]3[CH:45]=[CH:46][CH:47]=[C:41]([F:40])[CH:42]=3)=[O:16])[CH2:9]2)[CH:5]=[C:4]([C:17]2[CH:22]=[CH:21][C:20]([C:23]#[N:24])=[C:19]([F:25])[CH:18]=2)[N:3]=1. Procedure details: To a solution of (3S)-1-[2-amino-6-(4-cyano-3-fluorophenyl)-4-pyrimidinyl]-3-piperidinecarboxylic acid (150 mg, 0.439 mmol), EDC (118 mg, 0.615 mmol), and HOBT (83 mg, 0.615 mmol) in DMF (8 mL) was added 3-fluoroaniline (68.4 mg, 0.615 mmol), and the reaction mixture was stirred at room temperature for 4 hours. LCMS showed reaction was completed. The reaction was poured onto water, and EtOAc was added to extract the product. The product stayed in the EtOAc layer. The organic solution was concent... Reactants: ClC=1C=C2C(=NC=NN2C1CN1CCOCC1)N (6-chloro-7-(morpholin-4-ylmethyl)pyrrolo[2,1-f][1,2,4]triazin-4-amine), BrN1C(=O)N(C(=O)C1(C)C)Br (1,3-dibromo-5,5-dimethylhydantoin). Solvent: CN(C)C=O (DMF). Run at time 20 minute. Yields the product BrC=1C(=C(N2N=CN=C(C21)N)CN2CCOCC2)Cl (5-bromo-6-chloro-7-(morpholin-4-ylmethyl)pyrrolo[2,1-f][1,2,4]triazin-4-amine). The yield is 114.6%. As a reaction SMILES: [Cl:1][C:2]1[CH:3]=[C:4]2[N:9]([C:10]=1[CH2:11][N:12]1[CH2:17][CH2:16][O:15][CH2:14][CH2:13]1)[N:8]=[CH:7][N:6]=[C:5]2[NH2:18].[Br:19]N1C(C)(C)C(=O)N(Br)C1=O>CN(C=O)C>[Br:19][C:3]1[C:2]([Cl:1])=[C:10]([CH2:11][N:12]2[CH2:17][CH2:16][O:15][CH2:14][CH2:13]2)[N:9]2[C:4]=1[C:5]([NH2:18])=[N:6][CH:7]=[N:8]2. Reported procedure: To a solution of 6-chloro-7-(morpholin-4-ylmethyl)pyrrolo[2,1-f][1,2,4]triazin-4-amine (0.9 g, 3.36 mmol) in DMF (5 mL) at −20° C. was added 1,3-dibromo-5,5-dimethylhydantoin (0.43 g, 1.51 mmol) portion wise over 30 min. The reaction mixture was stirred for 20 minutes at that temperature. TLC analysis indicated that there was complete conversion of starting material. The reaction was quenched with distilled water (30 mL) as the solution warmed to rt. CH2Cl2 (30 mL) was added to the reaction and ... Reactants: C[Si](C)(C)CCOCCl, CN(C)C=O, [Cl-], CS(=O)(=O)c1ccc(-c2nc(C(F)(F)F)[nH]c2-c2ccc(F)cc2)cc1, [NH4+]. The product is C[Si](C)(C)CCOCn1c(C(F)(F)F)nc(-c2ccc(S(C)(=O)=O)cc2)c1-c1ccc(F)cc1. As a reaction SMILES: [CH3:27][Si:28]([CH3:29])([CH3:30])[CH2:31][CH2:32][O:33][CH2:34][Cl:35].[CH3:38][N:39]([CH3:40])[CH:41]=[O:42].[Cl-:36].[F:1][c:2]1[cH:3][cH:4][c:5](-[c:8]2[c:9](-[c:17]3[cH:18][cH:19][c:20]([S:23](=[O:24])(=[O:25])[CH3:26])[cH:21][cH:22]3)[n:10][c:11]([C:13]([F:14])([F:15])[F:16])[nH:12]2)[cH:6][cH:7]1.[NH4+:37]>>[F:1][c:2]1[cH:3][cH:4][c:5](-[c:8]2[c:9](-[c:17]3[cH:18][cH:19][c:20]([S:23](=[O:24])(=[O:25])[CH3:26])[cH:21][cH:22]3)[n:10][c:11]([C:13]([F:14])([F:15])[F:16])[n:12]2[CH2:34][O:33][CH2:32][CH2:31][Si:28]([CH3:27])([CH3:29])[CH3:30])[cH:6][cH:7]1. The reactants are OC1C(N(CC1)CC(=O)OCC)=O (ethyl (R/S)-2-(3-hydroxy-2-oxo-1-pyrrolidinyl)acetate), C(C)(=O)Cl (acetyl chloride). The solvent is C(Cl)Cl (methylene chloride). Product: C(C)(=O)OC1C(N(CC1)CC(=O)OCC)=O (ethyl (R/S)-2-(3-acetoxy-2-oxo-1-pyrrolidinyl)acetate). RXN SMILES: [OH:1][CH:2]1[CH2:6][CH2:5][N:4]([CH2:7][C:8]([O:10][CH2:11][CH3:12])=[O:9])[C:3]1=[O:13].[C:14](Cl)(=[O:16])[CH3:15]>C(Cl)Cl>[C:14]([O:1][CH:2]1[CH2:6][CH2:5][N:4]([CH2:7][C:8]([O:10][CH2:11][CH3:12])=[O:9])[C:3]1=[O:13])(=[O:16])[CH3:15]. Procedure: 1.70 g of ethyl (R/S)-2-(3-hydroxy-2-oxo-1-pyrrolidinyl)acetate are boiled at reflux for 2.5 hours while stirring in 30 ml of methylene chloride and 0.53 ml of acetyl chloride. The mixture is then evaporated. The residue is distilled in a bulb-tube. There is obtained ethyl (R/S)-2-(3-acetoxy-2-oxo-1-pyrrolidinyl)acetate of boiling point 225°/0.01 mmHg. Reactants: [OH-].[Na+] (sodium hydroxide), O(C1=CC=CC=C1)C=1C=C2C=C(C(=NC2=CC1)NC(C)=O)C(CCC=C)C1CCOCC1 (N-{6-phenoxy-3-[1-(tetrahydro-pyran-4-yl)-pent-4-enyl]-quinolin-2-yl}-acetamide), O (water), [Mn](=O)(=O)(=O)[O-].[K+] (potassium permanganate), S([O-])(O)=O.[Na+] (Sodium bisulfite). Reagents/catalysts: [Br-].C(CCC)[N+](CCCC)(CCCC)CCCC (tetrabutylammonium bromide). Run in C1=CC=CC=C1 (benzene), C(C)(=O)O (acetic acid). Reaction conditions: time 2 hour. Yields the product C(C)(=O)NC1=NC2=CC=C(C=C2C=C1C(CCC(=O)O)C1CCOCC1)OC1=CC=CC=C1 (4-(2-acetylamino-6-phenoxy-quinolin-3-yl)-4-(tetrahydro-pyran-4-yl)-butyric acid). Reaction SMILES: [O:1]([C:8]1[CH:9]=[C:10]2[C:15](=[CH:16][CH:17]=1)[N:14]=[C:13]([NH:18][C:19](=[O:21])[CH3:20])[C:12]([CH:22]([CH:27]1[CH2:32][CH2:31][O:30][CH2:29][CH2:28]1)[CH2:23][CH2:24][CH:25]=C)=[CH:11]2)[C:2]1[CH:7]=[CH:6][CH:5]=[CH:4][CH:3]=1.[Mn]([O-])(=O)(=O)=O.[K+].S(=O)(O)[O-].[Na+].[OH-:44].[Na+].[OH2:46]>[Br-].C([N+](CCCC)(CCCC)CCCC)CCC.C1C=CC=CC=1.C(O)(=O)C>[C:19]([NH:18][C:13]1[C:12]([CH:22]([CH:27]2[CH2:32][CH2:31][O:30][CH2:29][CH2:28]2)[CH2:23][CH2:24][C:25]([OH:46])=[O:44])=[CH:11][C:10]2[C:15](=[CH:16][CH:17]=[C:8]([O:1][C:2]3[CH:7]=[CH:6][CH:5]=[CH:4][CH:3]=3)[CH:9]=2)[N:14]=1)(=[O:21])[CH3:20] |f:1.2,3.4,5.6,8.9|. Reported procedure: To a stirred solution of the solid isolated in Step E (6.49 g, 15.1 mmol), tetrabutylammonium bromide (0.078 g, 0.24 mmol), acetic acid (16 mL) in a mixture of benzene (140 mL) and water (140 mL) at 0° C., potassium permanganate (8.34 g, 52.8 mmol) was added slowly. The reaction mixture was then stirred at room temperature for two hours. Sodium bisulfite was added portion wise slowly into the reaction mixture until the color disappeared. The reaction mixture was made basic by adding sodium hydro...